This data is from the Open Reaction Database (ORD), a public repository of structured organic reaction records. The task is: describe an organic reaction: reactants, conditions, products, and yield Starting materials: Cl (hydrochloric acid), COC1=CC=C(C(=C1)OC)OC (2,4,5-trimethoxybenzene), C(C)(=O)Cl (acetyl chloride), [Cl-].[Al+3].[Cl-].[Cl-] (aluminum chloride). Run in C(Cl)Cl (methylene chloride). Run at time 6 hour. The product is COC1=C(C=C(C(=C1)OC)OC)C(C)=O (2',4',5'-trimethoxyacetophenone). Yield: 50.0%. As a reaction SMILES: [Cl-].[Al+3].[Cl-].[Cl-].[CH3:5][O:6][C:7]1[CH:12]=[C:11]([O:13][CH3:14])[C:10]([O:15][CH3:16])=[CH:9][CH:8]=1.[C:17](Cl)(=[O:19])[CH3:18].Cl>C(Cl)Cl>[CH3:5][O:6][C:7]1[CH:12]=[C:11]([O:13][CH3:14])[C:10]([O:15][CH3:16])=[CH:9][C:8]=1[C:17](=[O:19])[CH3:18] |f:0.1.2.3|. Procedure details: To methylene chloride, 47.5 g of aluminum chloride were added, followed by the addition of 30 g of 2,4,5-trimethoxybenzene and then 13 ml of acetyl chloride under ice cooling. The resulting mixture was stirred at room temperature for 6 hours. After the completion of the reaction, 1N hydrochloric acid was added to the reaction mixture under ice cooling. The resulting mixture was then extracted with methylene chloride. The extract so obtained was washed successively with 1N hydrochloric acid, a 1N... Starting materials: BrC1=CC(=C(C=C1)C=1OCCN1)C (2-(4-Bromo-2-methylphenyl)-4,5-dihydro-1,3-oxazole), BrN1C(CCC1=O)=O (N-bromosuccinimide). The reagents and catalysts are CC(C)(C#N)N=NC(C)(C)C#N (AIBN). Solvent: C(Cl)(Cl)(Cl)Cl (carbon tetrachloride). Run at temperature 85 celsius. The product is BrC1=CC(=C(C=C1)C=1OC(=CN1)Br)C (2-(4-Bromo-2-methylphenyl)-5-bromooxazole). Yield: 13.7%. As a reaction SMILES: [Br:1][C:2]1[CH:7]=[CH:6][C:5]([C:8]2[O:9][CH2:10][CH2:11][N:12]=2)=[C:4]([CH3:13])[CH:3]=1.[Br:14]N1C(=O)CCC1=O>C(Cl)(Cl)(Cl)Cl.CC(N=NC(C#N)(C)C)(C#N)C>[Br:1][C:2]1[CH:7]=[CH:6][C:5]([C:8]2[O:9][C:10]([Br:14])=[CH:11][N:12]=2)=[C:4]([CH3:13])[CH:3]=1. Procedure: 2-(4-Bromo-2-methylphenyl)-4,5-dihydro-1,3-oxazole (0.33 g, 1.38 mmol, from Step A) was dissolved in carbon tetrachloride. AIBN (0.003 g) and N-bromosuccinimide (0.18 g, 4.14 mmol) were sequentially added, the mixture was degassed with argon for 5 min and then heated at 85° C. for 24 h. The reaction was filtered, diluted with methylene chloride (200 mL) and washed with saturated sodium bisulfite (2×100 mL). The organic layer was dried over magnesium sulfate, filtered and concentrated in vacuo. S... The reactants are S1C(=NC2=C1C=CC=C2)C(=O)C2CCNCC2 ((2-benzothiazolyl)(4-piperidinyl)methanone), C([O-])([O-])=O.[K+].[K+] (potassium carbonate), C1COCCOCCOCCOCCOCCO1 (18-Crown-6), C1(=CC=CC=C1)CCBr (2-phenylethyl bromide), C1(=CC=CC=C1)CCBr (2-phenylethyl bromide), C(F)(F)(F)C(=O)O (CF3CO2H), C1(=CC=CC=C1)CCBr (2-phenylethyl bromide), [I-].[K+] (potassium iodide). Solvent: C(Cl)Cl (methylene chloride), O (water). Run at time 2 hour. Yields the product S1C(=NC2=C1C=CC=C2)C(=O)C2CCN(CC2)CCC2=CC=CC=C2 ([2-Benzothiazolyl][1-(2-phenylethyl)-4-piperidinyl]methanone). As a reaction SMILES: [S:1]1[C:5]2[CH:6]=[CH:7][CH:8]=[CH:9][C:4]=2[N:3]=[C:2]1[C:10]([CH:12]1[CH2:17][CH2:16][NH:15][CH2:14][CH2:13]1)=[O:11].C(C(O)=O)(F)(F)F.[C:25]1([CH2:31][CH2:32]Br)[CH:30]=[CH:29][CH:28]=[CH:27][CH:26]=1.C1OCCOCCOCCOCCOCCOC1.C(=O)([O-])[O-].[K+].[K+].[I-].[K+]>O.C(Cl)Cl>[S:1]1[C:5]2[CH:6]=[CH:7][CH:8]=[CH:9][C:4]=2[N:3]=[C:2]1[C:10]([CH:12]1[CH2:17][CH2:16][N:15]([CH2:32][CH2:31][C:25]2[CH:30]=[CH:29][CH:28]=[CH:27][CH:26]=2)[CH2:14][CH2:13]1)=[O:11] |f:4.5.6,7.8|. Procedure details: Mix (2-benzothiazolyl)(4-piperidinyl)methanone.CF3CO2H (2.56 g, 7.13 mmol), 2-phenylethyl bromide (1.45 g, 7.84 mmol), 18-Crown-6 (188 mg, 0.71 mmol), potassium carbonate (9.85 g, 71.3 mmol) and methylene chloride (100 mL). Stir at room temperature under an argon atmosphere for 2 hours, then add potassium iodide (200 mg). Stir at room temperature for an additional 2 hours then heat at reflux overnight. Add additional 2-phenylethyl bromide (1.45 g, 7.84 mmol) and heat at reflux overnight. Add add... The reactants are CCC1(CC(=O)C2=C(C(=C3C(=C2O)C(=O)C4=C(C=CC=C4O)C3=O)O)C1C(=O)OC)O (maggiemycin), C1(=CC=C(C=C1)S(=O)(=O)O)C (p-toluene sulfonic acid). Run in C1=CC=CC=C1 (benzene). The product is CCC=1C=C(C2=C(C1C(=O)OC)C(=C3C(=C2O)C(=O)C4=C(C=CC=C4O)C3=O)O)O (anhydromaggiemycin). The yield is 84.0%. Reaction SMILES: [CH3:1][CH2:2][C:3]1(O)[CH:26]([C:27]([O:29][CH3:30])=[O:28])[C:8]2[C:9]([OH:25])=[C:10]3[C:23](=[O:24])[C:17]4[CH:18]=[CH:19][CH:20]=[C:21]([OH:22])[C:16]=4[C:14](=[O:15])[C:11]3=[C:12]([OH:13])[C:7]=2[C:5](=[O:6])[CH2:4]1.C1(C)C=CC(S(O)(=O)=O)=CC=1>C1C=CC=CC=1>[CH3:1][CH2:2][C:3]1[CH:4]=[C:5]([OH:6])[C:7]2[C:12]([OH:13])=[C:11]3[C:14]([C:16]4[C:21]([OH:22])=[CH:20][CH:19]=[CH:18][C:17]=4[C:23](=[O:24])[C:10]3=[C:9]([OH:25])[C:8]=2[C:26]=1[C:27]([O:29][CH3:30])=[O:28])=[O:15]. Procedure details: When maggiemycin was refluxed with p-toluene sulfonic acid in benzene for 4 hours, anhydromaggiemycin, at a yield of 84%, was obtained that was identical to the natural product in all physicochemical properties. The preparation of these compounds is summarized in FIG. 10. The reactants are C(C)C=1C=C2C=CC(=NC2=CC1)COC1=CC2=C(OCC3=C(C2O)C=CC=C3)C=C1 (2-(6-Ethylquinolin-2-yl)methoxy-11-hydroxy-6,11-dihydrodibenz[b,e]oxepine), SCCC(=O)O (3-mercaptopropionic acid). Yields the product C(=O)(O)CCSC1C2=C(OCC3=C1C=CC=C3)C=CC(=C2)OCC2=NC3=CC=C(C=C3C=C2)CC (11-(2-Carboxyethylthio)-2-(6-ethylquinolin-2-yl)methoxy-6,11-dihydrodibenz[b,e]oxepine). Reaction SMILES: [CH2:1]([C:3]1[CH:4]=[C:5]2[C:10](=[CH:11][CH:12]=1)[N:9]=[C:8]([CH2:13][O:14][C:15]1[CH:30]=[CH:29][C:18]3[O:19][CH2:20][C:21]4[CH:28]=[CH:27][CH:26]=[CH:25][C:22]=4[CH:23](O)[C:17]=3[CH:16]=1)[CH:7]=[CH:6]2)[CH3:2].[SH:31][CH2:32][CH2:33][C:34]([OH:36])=[O:35]>>[C:34]([CH2:33][CH2:32][S:31][CH:23]1[C:22]2[CH:25]=[CH:26][CH:27]=[CH:28][C:21]=2[CH2:20][O:19][C:18]2[CH:29]=[CH:30][C:15]([O:14][CH2:13][C:8]3[CH:7]=[CH:6][C:5]4[C:10](=[CH:11][CH:12]=[C:3]([CH2:1][CH3:2])[CH:4]=4)[N:9]=3)=[CH:16][C:17]1=2)([OH:36])=[O:35]. Procedure details: 2-(6-Ethylquinolin-2-yl)methoxy-11-hydroxy-6,11-dihydrodibenz[b,e]oxepine and 3-mercaptopropionic acid were used and reacted in the same manner as in Example 1 to obtain the title compound. The reactants are BrC1=CC=C2C(=C(C=NC2=C1)N)NCC1CCCCC1 (7-bromo-N4-(cyclohexylmethyl)quinoline-3,4-diamine), C(C)OCC(=O)Cl (ethoxyacetyl chloride). Run at temperature 90 celsius. The product is BrC=1C=CC=2C3=C(C=NC2C1)N=C(N3CC3CCCCC3)COCC (7-bromo-1-cylcohexylmethyl-2-ethoxymethyl-1H-imidazo[4,5-c]quinoline). RXN SMILES: [Br:1][C:2]1[CH:11]=[C:10]2[C:5]([C:6]([NH:13][CH2:14][CH:15]3[CH2:20][CH2:19][CH2:18][CH2:17][CH2:16]3)=[C:7]([NH2:12])[CH:8]=[N:9]2)=[CH:4][CH:3]=1.[CH2:21]([O:23][CH2:24][C:25](Cl)=O)[CH3:22]>>[Br:1][C:2]1[CH:3]=[CH:4][C:5]2[C:6]3[N:13]([CH2:14][CH:15]4[CH2:16][CH2:17][CH2:18][CH2:19][CH2:20]4)[C:22]([CH2:21][O:23][CH2:24][CH3:25])=[N:12][C:7]=3[CH:8]=[N:9][C:10]=2[CH:11]=1. Procedure: A modification of the method described in Part A of Example 9 was used to treat 7-bromo-N4-(cyclohexylmethyl)quinoline-3,4-diamine (7.3 g, 22 mmol) with ethoxyacetyl chloride (2.75 mL, 24.0 mmol). The reaction was heated overnight at 90° C. and then concentrated under reduced pressure to provide 7-bromo-1-cylcohexylmethyl-2-ethoxymethyl-1H-imidazo[4,5-c]quinoline as a dark brown semi-solid. The reactants are C(#N)C1=C(C=C(CN2C(=NC=C2CN2CC(N(CC2)CC2=CC=CC(=N2)OCC=C)=O)C)C=C1)F (4-[1-(4-Cyano-3-fluorobenzyl)-2-methyl-5-imidazolylmethyl]-1-[2-(allyloxy)-6-pyridylmethyl]-2-piperazinone), [BH4-].[Na+] (sodium borohydride). Reagents/catalysts: C=1C=CC(=CC1)[P](C=2C=CC=CC2)(C=3C=CC=CC3)[Pd]([P](C=4C=CC=CC4)(C=5C=CC=CC5)C=6C=CC=CC6)([P](C=7C=CC=CC7)(C=8C=CC=CC8)C=9C=CC=CC9)[P](C=1C=CC=CC1)(C=1C=CC=CC1)C=1C=CC=CC1 (tetrakis(triphenylphosphine)palladium). Solvent: O1CCCC1 (tetrahydrofuran). Conditions: time 5 minute. Product: C(#N)C1=C(C=C(CN2C(=NC=C2CN2CC(N(CC2)CC2=CC=CC(=N2)O)=O)C)C=C1)F (4-[1-(4-Cyano-3-fluorobenzyl)-2-methyl-5-imidazolylmethyl]-1-(2-hydroxy-6-pyridylmethyl)-2-piperazinone). RXN SMILES: [C:1]([C:3]1[CH:34]=[CH:33][C:6]([CH2:7][N:8]2[C:12]([CH2:13][N:14]3[CH2:19][CH2:18][N:17]([CH2:20][C:21]4[N:26]=[C:25]([O:27]CC=C)[CH:24]=[CH:23][CH:22]=4)[C:16](=[O:31])[CH2:15]3)=[CH:11][N:10]=[C:9]2[CH3:32])=[CH:5][C:4]=1[F:35])#[N:2].[BH4-].[Na+]>O1CCCC1.C1C=CC([P]([Pd]([P](C2C=CC=CC=2)(C2C=CC=CC=2)C2C=CC=CC=2)([P](C2C=CC=CC=2)(C2C=CC=CC=2)C2C=CC=CC=2)[P](C2C=CC=CC=2)(C2C=CC=CC=2)C2C=CC=CC=2)(C2C=CC=CC=2)C2C=CC=CC=2)=CC=1>[C:1]([C:3]1[CH:34]=[CH:33][C:6]([CH2:7][N:8]2[C:12]([CH2:13][N:14]3[CH2:19][CH2:18][N:17]([CH2:20][C:21]4[N:26]=[C:25]([OH:27])[CH:24]=[CH:23][CH:22]=4)[C:16](=[O:31])[CH2:15]3)=[CH:11][N:10]=[C:9]2[CH3:32])=[CH:5][C:4]=1[F:35])#[N:2] |f:1.2,^1:46,48,67,86|. Procedure: To a solution of the allyl ether from Step E (89.6 mg, 0.189 mmol) in 2 mL of tetrahydrofuran was added tetrakis(triphenylphosphine)palladium (4.3 mg, 0.0037 mmol). After 5 minutes, sodium borohydride was added (10.7 mg, 0.283 mmol), and the reaction was stirred at room temperature for 30 minutes. The reaction was quenched with saturated NH4Cl solution, then partitioned between EtOAc and saturated NaHCO3 solution. The organic layer was washed with brine, dried (Na2SO4), filtered, and concentrate...